The task is: describe an organic reaction: reactants, conditions, products, and yield. This data is from the Open Reaction Database (ORD), a public repository of structured organic reaction records. The reactants are CCCCCC(CC(=O)OC(C)(C)C)C(=O)N1C(=O)OCC1C(C)C, C1CCOC1, [Na+], [Na+], O, OO, O=S([O-])[O-]. Product: CC(C)C1COC(=O)N1. As a reaction SMILES: [C:1]([O:2][C:3](=[O:4])[CH2:5][CH:6]([C:7](=[O:8])[N:16]1[C:17](=[O:24])[O:18][CH2:19][CH:20]1[CH:21]([CH3:22])[CH3:23])[CH2:9][CH2:10][CH2:11][CH2:12][CH3:13])([CH3:14])([CH3:15])[CH3:25].[CH2:34]1[O:35][CH2:36][CH2:37][CH2:38]1.[Na+:32].[Na+:33].[OH2:39].[OH:26][OH:27].[S:28]([O-:29])([O-:30])=[O:31]>>[NH:16]1[C:17](=[O:24])[O:18][CH2:19][CH:20]1[CH:21]([CH3:22])[CH3:23].